This data is from the Open Reaction Database (ORD), a public repository of structured organic reaction records. The task is: describe an organic reaction: reactants, conditions, products, and yield Reactants: NC1=C(C(=O)N)C=CC=C1 (2-aminobenzamide), OC1=CC=C(C=O)C=C1 (4-hydroxybenzaldehyde). Yields the product OC1=CC=C(C=C1)C1=NC2=CC=CC=C2C(N1)=O (2-(4-hydroxyphenyl)-4(3H)-quinazolinone). Reaction SMILES: [NH2:1][C:2]1[CH:10]=[CH:9][CH:8]=[CH:7][C:3]=1[C:4]([NH2:6])=[O:5].[OH:11][C:12]1[CH:19]=[CH:18][C:15]([CH:16]=O)=[CH:14][CH:13]=1>>[OH:11][C:12]1[CH:19]=[CH:18][C:15]([C:16]2[NH:6][C:4](=[O:5])[C:3]3[C:2](=[CH:10][CH:9]=[CH:8][CH:7]=3)[N:1]=2)=[CH:14][CH:13]=1. Procedure details: The entitled compound was obtained according to the method of Example 1-(2) but starting from 2-aminobenzamide and 4-hydroxybenzaldehyde. Reactants: Cl.C(C)(=O)O[C@@H]1O[C@@H]([C@H]([C@@H]([C@H]1N)OC(C)=O)OC(C)=O)COC(C)=O ((2S,3R,4R,5S,6R)-6-(acetoxymethyl)-3-amino-tetrahydro-2H-pyran-2,4,5-triyl triacetate hydrochloride), C1(CC1)CC(=O)O (2-cyclopropylacetic acid), Cl.CN(CCCN=C=NCC)C (1-(3-dimethylaminopropyl)-3-ethylcarbodiimide hydrochloride). The reagents and catalysts are CN(C1=CC=NC=C1)C (4-(dimethylamino)pyridine). The solvent is C(Cl)Cl (CH2Cl2), C(Cl)Cl (CH2Cl2). Run at time 12 hour. The product is crude material, C(C)(=O)O[C@@H]1O[C@@H]([C@H]([C@@H]([C@H]1NC(CC1CC1)=O)OC(C)=O)OC(C)=O)COC(C)=O ((2S,3R,4R,5S,6R)-6-(acetoxymethyl)-3-(2-cyclopropylacetamido)-tetrahydro-2H-pyran-2,4,5-triyl triacetate). Yield: 45.5%. Reaction SMILES: Cl.[C:2]([O:5][C@H:6]1[C@H:11]([NH2:12])[C@@H:10]([O:13][C:14](=[O:16])[CH3:15])[C@H:9]([O:17][C:18](=[O:20])[CH3:19])[C@@H:8]([CH2:21][O:22][C:23](=[O:25])[CH3:24])[O:7]1)(=[O:4])[CH3:3].Cl.CN(C)CCCN=C=NCC.[CH:38]1([CH2:41][C:42](O)=[O:43])[CH2:40][CH2:39]1>C(Cl)Cl.CN(C)C1C=CN=CC=1>[C:2]([O:5][C@H:6]1[C@H:11]([NH:12][C:42](=[O:43])[CH2:41][CH:38]2[CH2:40][CH2:39]2)[C@@H:10]([O:13][C:14](=[O:16])[CH3:15])[C@H:9]([O:17][C:18](=[O:20])[CH3:19])[C@@H:8]([CH2:21][O:22][C:23](=[O:25])[CH3:24])[O:7]1)(=[O:4])[CH3:3] |f:0.1,2.3|. Procedure details: To a suspension of (2S,3R,4R,5S,6R)-6-(acetoxymethyl)-3-amino-tetrahydro-2H-pyran-2,4,5-triyl triacetate hydrochloride (0.500 g, 1.31 mmol) in CH2Cl2 (20 mL) was added 4-(dimethylamino)pyridine (0.478 g, 3.91 mmol), followed by 1-(3-dimethylaminopropyl)-3-ethylcarbodiimide hydrochloride (0.300 g, 1.57 mmol), and 2-cyclopropylacetic acid (0.146 mL, 1.57 mmol). The reaction was stirred for 12 h. Additional CH2Cl2 (80 mL) was added and the organic layer was washed once with saturated aqueous NaHCO3... Starting materials: Hydroquinidine 1,4-phthalazinediyl diether (DHQD)2PHAL, C[N+]1(CCOCC1)[O-] (N-methylmorpholine-N-oxide), O.CC(=O)C.C(C)#N (water acetone acetonitrile), C1(=CC=CC=C1)\C=C\C1=CC=CC=C1 (trans-stilbene). The reagents and catalysts are [O-][Os](=O)(=O)=O (osmate), O=[Os](=O)(=O)=O (OsO4). Run at time 6 hour. Product: C1(=CC=CC=C1)[C@H]([C@H](O)C1=CC=CC=C1)O ((R,R)-(+)-1,2-diphenyl-1,2-ethandiol). Isolated yield 96.0%. As a reaction SMILES: C[N+]1([O-])CC[O:5]CC1.[C:9]1(/[CH:15]=[CH:16]/[C:17]2[CH:22]=[CH:21][CH:20]=[CH:19][CH:18]=2)[CH:14]=[CH:13][CH:12]=[CH:11][CH:10]=1.[OH2:23].CC(C)=O.C(#N)C>[O-][Os](=O)(=O)=O.O=[Os](=O)(=O)=O>[C:9]1([C@@H:15]([OH:5])[C@@H:16]([C:17]2[CH:18]=[CH:19][CH:20]=[CH:21][CH:22]=2)[OH:23])[CH:14]=[CH:13][CH:12]=[CH:11][CH:10]=1 |f:2.3.4|. Procedure: Resin-OsO4 (0.01 Eq. Wt.), Hydroquinidine 1,4-phthalazinediyl diether (DHQD)2PHAL (0.01 Eq. Wt.) and N-methylmorpholine-N-oxide (1.5 Eq. Wt.) were stirred in the mixed solvent of water/acetone/acetonitrile (in the volume ratio of 1:1:1). To this mixture was added trans-stilbene (1.0 Eq. Wt) and stirred at room temperature for 6 hours. After the reaction, supported osmate catalyst was filtered off and washed with methanol. The combined filtrates were concentrated under reduced pressure. The chira... The reactants are [H-].[Na+] (sodium hydride), [Br-] (bromide), OC=1C=C(C=C(C1)S(F)(F)(F)(F)F)C(C)=O (1-[3-Hydroxy-5-(pentafluorosulfanyl)phenyl]ethanone), BrCCOC (1-bromo-2-methoxyethane). Solvent: CN(C)C=O (DMF), CN(C)C=O (DMF), CC(OCC)=O (EA). Reaction conditions: time 2 hour. Product: COCCOC=1C=C(C=C(C1)S(F)(F)(F)(F)F)C(C)=O (1-[3-(2-Methoxyethoxy)-5-(pentafluorosulfanyl)phenyl]ethanone). RXN SMILES: [OH:1][C:2]1[CH:3]=[C:4]([C:14](=[O:16])[CH3:15])[CH:5]=[C:6]([S:8]([F:13])([F:12])([F:11])([F:10])[F:9])[CH:7]=1.Br[CH2:18][CH2:19][O:20][CH3:21].[H-].[Na+].[Br-]>CN(C=O)C.CC(=O)OCC>[CH3:21][O:20][CH2:19][CH2:18][O:1][C:2]1[CH:3]=[C:4]([C:14](=[O:16])[CH3:15])[CH:5]=[C:6]([S:8]([F:13])([F:9])([F:10])([F:11])[F:12])[CH:7]=1 |f:2.3|. Reported procedure: 1-[3-Hydroxy-5-(pentafluorosulfanyl)phenyl]ethanone (O3.050; 592 mg) and 1-bromo-2-methoxyethane (255 μl) were dissolved in DMF (14.8 ml), and sodium hydride (65 mg) was added. After stirring at RT for 2 h, further bromide (80 μl) was added and the mixture was heated to 50° C. for 12 h. Then the DMF was drawn off and the residue was taken up in EA, washed with water, dried, filtered and concentrated. 578 mg of the title compound were obtained. LC-MS rt: 1.58 min [M+H]+: 321.1 (met. a) Starting materials: CC1(OC(=O)CC(=O)O1)C (Meldrum's acid), C(OCC)(OCC)OCC (triethyl orthoformate), NC1=C(C=C(C(=O)OC)C=C1)Br (methyl 4-amino-3-bromobenzoate). Run in C(C)(C)O (isopropanol). Reaction conditions: temperature 100 celsius. The product is BrC=1C=C(C(=O)OC)C=CC1NC=C1C(OC(OC1=O)(C)C)=O (methyl 3-bromo-4-(((2,2-dimethyl-4,6-dioxo-1,3-dioxan-5-ylidene)methyl)amino)benzoate). Reaction SMILES: [NH2:1][C:2]1[CH:11]=[CH:10][C:5]([C:6]([O:8][CH3:9])=[O:7])=[CH:4][C:3]=1[Br:12].[CH3:13][C:14]1([CH3:22])[O:21][C:19](=[O:20])[CH2:18][C:16](=[O:17])[O:15]1.[CH:23](OCC)(OCC)OCC>C(O)(C)C>[Br:12][C:3]1[CH:4]=[C:5]([CH:10]=[CH:11][C:2]=1[NH:1][CH:23]=[C:18]1[C:19](=[O:20])[O:21][C:14]([CH3:22])([CH3:13])[O:15][C:16]1=[O:17])[C:6]([O:8][CH3:9])=[O:7]. Procedure: To a suspension of methyl 4-amino-3-bromobenzoate (2 g, 8.69 mmol) in isopropanol (10 mL) was added Meldrum's acid (1.63 g, 11 mmol) and triethyl orthoformate (5.26 mL, 31.6 mmol). The resulting mixture was heated at 100° C. for 4 hr and cooled to room temperature. The resulting precipitates were filtered off and washed with 10% Et2O/hexanes to yield methyl 3-bromo-4-(((2,2-dimethyl-4,6-dioxo-1,3-dioxan-5-ylidene)methyl)amino)benzoate. (M+Na)+: 408. Starting materials: C(C)(C)N(CC)C(C)C (diisopropylethylamine), C(C)(C)(C)OC(=O)N1[C@@H](CN([C@H](C1)CN1CCOCC1)CC(=O)O)C ((2R,5S)-4-carboxymethyl-2-methyl-5-morpholin-4-ylmethyl-piperazine-1-carboxylic acid tert-butyl ester), FC1=CC=C(CC2=CC3=C(C=N2)C(CN3)(C)C)C=C1 (6-(4-fluoro-benzyl)-3,3-dimethyl-2,3-dihydro-1H-pyrrolo[3,2-c]pyridine), C(C)(C)N(CC)C(C)C (diisopropylethylamine), ClCC(=O)Cl (chloroacetyl chloride). Run in C(Cl)Cl (DCM), C(Cl)Cl (DCM). Run at temperature 20 celsius, time 1 hour. Product: C(C)(C)(C)OC(=O)N1[C@@H](CN([C@H](C1)CN1CCOCC1)CC(=O)N1CC(C=2C=NC(=CC21)CC2=CC=C(C=C2)F)(C)C)C ((2R,5S)-4-{2-[6-(4-Fluoro-benzyl)-3,3-dimethyl-2,3-dihydro-pyrrolo[3,2-c]pyridin-1-yl]-2-oxo-ethyl}-2-methyl-5-morpholin-4-ylmethyl-piperazine-1-carboxylic acid tert-butyl ester). Yield: 71.8%. Reaction SMILES: [F:1][C:2]1[CH:19]=[CH:18][C:5]([CH2:6][C:7]2[N:12]=[CH:11][C:10]3[C:13]([CH3:17])([CH3:16])[CH2:14][NH:15][C:9]=3[CH:8]=2)=[CH:4][CH:3]=1.C(N(C(C)C)CC)(C)C.ClCC(Cl)=O.[C:34]([O:38][C:39]([N:41]1[CH2:46][C@H:45]([CH2:47][N:48]2[CH2:53][CH2:52][O:51][CH2:50][CH2:49]2)[N:44]([CH2:54][C:55](O)=[O:56])[CH2:43][C@H:42]1[CH3:58])=[O:40])([CH3:37])([CH3:36])[CH3:35]>C(Cl)Cl>[C:34]([O:38][C:39]([N:41]1[CH2:46][C@H:45]([CH2:47][N:48]2[CH2:49][CH2:50][O:51][CH2:52][CH2:53]2)[N:44]([CH2:54][C:55]([N:15]2[C:9]3[CH:8]=[C:7]([CH2:6][C:5]4[CH:4]=[CH:3][C:2]([F:1])=[CH:19][CH:18]=4)[N:12]=[CH:11][C:10]=3[C:13]([CH3:17])([CH3:16])[CH2:14]2)=[O:56])[CH2:43][C@H:42]1[CH3:58])=[O:40])([CH3:37])([CH3:36])[CH3:35]. Procedure details: To a stirred solution of 6-(4-fluoro-benzyl)-3,3-dimethyl-2,3-dihydro-1H-pyrrolo[3,2-c]pyridine (0.11 g, 0.43 mmol) and diisopropylethylamine (0.082 mL, 0.061 g, 0.47 mmol) in DCM (3 mL) at 0° C. under nitrogen was added chloroacetyl chloride (0.036 mL, 0.051 g, 0.45 mmol) and the mixture was stirred at 20° C. for 1 h. Further diisopropylethylamine (0.22 mL, 0.166 g, 1.29 mmol) was added, followed by a solution of (2R,5S)-4-carboxymethyl-2-methyl-5-morpholin-4-ylmethyl-piperazine-1-carboxylic ac... Starting materials: C(=O)(OCC)C=1N=CC=2NC3=CC=CC=C3C2C1 (3-carboethoxy-β-carboline), C1CCOC1 (THF), [BH4-].[Na+] (NaBH4). Solvent: O (water). The product is OCC=1N=CC=2NC3=CC=CC=C3C2C1 (3-hydroxymethyl-β-carboline). RXN SMILES: [C:1]([C:6]1[N:7]=[CH:8][C:9]2[NH:10][C:11]3[C:16]([C:17]=2[CH:18]=1)=[CH:15][CH:14]=[CH:13][CH:12]=3)(OCC)=[O:2].C1COCC1.[BH4-].[Na+]>O>[OH:2][CH2:1][C:6]1[N:7]=[CH:8][C:9]2[NH:10][C:11]3[C:16]([C:17]=2[CH:18]=1)=[CH:15][CH:14]=[CH:13][CH:12]=3 |f:2.3|. Reported procedure: 3-carboethoxy-β-carboline or a derivative thereof (J in Scheme 4 above) is dissolved in a polar solvent (e.g., THF), and a reducing agent (e.g., NaBH4) is added to the solution. The mixture is stirred for a few hours and cooled. An excess of water is then added, and the mixture is stirred for another few hours. The solvent is thereafter evaporated and the resulting residue is dissolved in water, washed several times with one or more non-polar solvents such as dichloromethane and ethyl acetate, a... Starting materials: COC(=O)c1nc(Br)c2c(Oc3ccccc3)cccc2c1OC, CN(C)C=O, N#C[Cu]. The product is COC(=O)c1nc(C#N)c2c(Oc3ccccc3)cccc2c1OC. As a reaction SMILES: [CH3:1][O:2][C:3](=[O:4])[c:5]1[n:6][c:7]([Br:24])[c:8]2[c:9]([O:17][c:18]3[cH:19][cH:20][cH:21][cH:22][cH:23]3)[cH:10][cH:11][cH:12][c:13]2[c:14]1[O:15][CH3:16].[CH3:28][N:29]([CH3:30])[CH:31]=[O:32].[Cu:25][C:26]#[N:27]>>[CH3:1][O:2][C:3](=[O:4])[c:5]1[n:6][c:7]([C:26]#[N:27])[c:8]2[c:9]([O:17][c:18]3[cH:19][cH:20][cH:21][cH:22][cH:23]3)[cH:10][cH:11][cH:12][c:13]2[c:14]1[O:15][CH3:16].